From a dataset of the Open Reaction Database (ORD), a public repository of structured organic reaction records. describe an organic reaction: reactants, conditions, products, and yield Reactants: CCOC(=O)c1cn(-c2ccc(N)cc2)[nH]c1=O, O=N[O-], [Na+], O, O=S(=O)(O)O. Product: CCOC(=O)c1cn(-c2ccc(O)cc2)[nH]c1=O. Reaction SMILES: [CH2:1]([CH3:2])[O:3][C:4](=[O:5])[c:6]1[cH:7][n:8](-[c:12]2[cH:13][cH:14][c:15]([NH2:18])[cH:16][cH:17]2)[nH:9][c:10]1=[O:11].[N:19](=[O:20])[O-:21].[Na+:22].[OH2:28].[S:23](=[O:24])(=[O:25])([OH:26])[OH:27]>>[CH2:1]([CH3:2])[O:3][C:4](=[O:5])[c:6]1[cH:7][n:8](-[c:12]2[cH:13][cH:14][c:15]([OH:20])[cH:16][cH:17]2)[nH:9][c:10]1=[O:11]. Reactants: [OH-].[Na+] (sodium hydroxide), OC1CCN(CC1)C1=C2C=CC(=NC2=C(C=C1F)N)C (5-(4-Hydroxy-1-piperidyl)-6-fluoro-8-aminoquinaldine), Cl (hydrochloric acid), N(=O)[O-].[Na+] (sodium nitrite). Reagents/catalysts: C(CCCCCCC)O (n-octanol), [Cu] (copper). Solvent: O (water), O (water), aqueous solution. Reaction conditions: time 5 minute. The product is OC1CCN(CC1)C1=C2C=CC(=NC2=C(C=C1F)Cl)C (5-(4-hydroxy-1-piperidyl)-6-fluoro-8-chloroquinaldine). Reaction SMILES: [OH:1][CH:2]1[CH2:7][CH2:6][N:5]([C:8]2[C:17]([F:18])=[CH:16][C:15](N)=[C:14]3[C:9]=2[CH:10]=[CH:11][C:12]([CH3:20])=[N:13]3)[CH2:4][CH2:3]1.[ClH:21].N([O-])=O.[Na+].[OH-].[Na+]>O.C(O)CCCCCCC.[Cu]>[OH:1][CH:2]1[CH2:7][CH2:6][N:5]([C:8]2[C:17]([F:18])=[CH:16][C:15]([Cl:21])=[C:14]3[C:9]=2[CH:10]=[CH:11][C:12]([CH3:20])=[N:13]3)[CH2:4][CH2:3]1 |f:2.3,4.5|. Reported procedure: 5-(4-Hydroxy-1-piperidyl)-6-fluoro-8-aminoquinaldine (2.0 g) was dissolved in 7 ml of water and 20 ml of concentrated hydrochloric acid and 0.53 g of sodium nitrite in 3 ml of an aqueous solution was added dropwise to the solution at 0° C. After 5 minutes, one drop of n-octanol (defoaming agent) and then 0.46 g of copper powder were added to the mixture at a time. Foaming was observed immediately. After foaming stopped the reaction mixture was stirred for additional 3 minutes at 0°-5° C. The rea... The reactants are BrC1=CC(=CC=2NC(=NC21)N2[C@@H](CN(CC2)C2=NC=C(C=C2Cl)Cl)C)C(F)(F)F (4-Bromo-2-[(2R)-4-(3,5-dichloro-pyridin-2-yl)-2-methyl-piperazin-1-yl]-6-trifluoromethyl-1H-benzoimidazole), FC1=CC=C(C(=C1F)F)B(O)O (4,5,6-trifluorophenylboronic acid). Product: ClC=1C(=NC=C(C1)Cl)N1C[C@H](N(CC1)C1=NC2=C(N1)C(=CC(=C2)C(F)(F)F)C2=CC(=C(C(=C2)F)F)F)C (2-[(2R)-4-(3,5-Dichloro-pyridin-2-yl)-2-methyl-piperazin-1-yl]-5-trifluoromethyl-7-(3,4,5-trifluoro-phenyl)-1H-benzoimidazole). Reaction SMILES: Br[C:2]1[C:10]2[N:9]=[C:8]([N:11]3[CH2:16][CH2:15][N:14]([C:17]4[C:22]([Cl:23])=[CH:21][C:20]([Cl:24])=[CH:19][N:18]=4)[CH2:13][C@H:12]3[CH3:25])[NH:7][C:6]=2[CH:5]=[C:4]([C:26]([F:29])([F:28])[F:27])[CH:3]=1.[F:30][C:31]1[C:36]([F:37])=[C:35]([F:38])[C:34](B(O)O)=[CH:33][CH:32]=1>>[Cl:23][C:22]1[C:17]([N:14]2[CH2:15][CH2:16][N:11]([C:8]3[NH:9][C:10]4[C:2]([C:33]5[CH:32]=[C:31]([F:30])[C:36]([F:37])=[C:35]([F:38])[CH:34]=5)=[CH:3][C:4]([C:26]([F:29])([F:27])[F:28])=[CH:5][C:6]=4[N:7]=3)[C@H:12]([CH3:25])[CH2:13]2)=[N:18][CH:19]=[C:20]([Cl:24])[CH:21]=1. Procedure details: 4-Bromo-2-[(2R)-4-(3,5-dichloro-pyridin-2-yl)-2-methyl-piperazin-1-yl]-6-trifluoromethyl-1H-benzoimidazole (204 mg, 0.4 mmol, Example 149b) and 4,5,6-trifluorophenylboronic acid (141 mg, 0.8 mmol, Aldrich) reacted under the conditions of Example 158 to give the title compound. MS (ESI, pos. ion) m/z: 504 (M+1). Reactants: C(=O)C1=CNC2=CC=CC=C12 (3-Formylindole), [Cl-].FC=1C=C(C[PH3+])C=CC1 (3-fluorobenzylphosphonium chloride). Product: FC=1C=C(C=CC1)C=CC1=CNC2=CC=CC=C12 (3-[2-(3-Fluorophenyl)vinyl]indole). Yield: 36.6%. Reaction SMILES: [CH:1]([C:3]1[C:11]2[C:6](=[CH:7][CH:8]=[CH:9][CH:10]=2)[NH:5][CH:4]=1)=O.[Cl-].[F:13][C:14]1[CH:15]=[C:16]([CH:19]=[CH:20][CH:21]=1)[CH2:17][PH3+]>>[F:13][C:14]1[CH:15]=[C:16]([CH:17]=[CH:1][C:3]2[C:11]3[C:6](=[CH:7][CH:8]=[CH:9][CH:10]=3)[NH:5][CH:4]=2)[CH:19]=[CH:20][CH:21]=1 |f:1.2|. Procedure: 3-Formylindole (1.0 g) and 3-fluorobenzylphosphonium chloride (2.8 g) were treated as in the above Production Example 41-1 to give the title compound (0.598 g) as colorless crystals (yield: 73.1%).